describe an organic reaction: reactants, conditions, products, and yield From a dataset of the Open Reaction Database (ORD), a public repository of structured organic reaction records. Procedure: Reaction of 1-(4-fluoro-phenyl)-4,4,4-trifluoro-butane-1,3-dione (234 mg, 1.0 mmol), prepared from commercially available 4-fluoro-acetophenone according to general procedure A, and 3-amino-4-cyano-pyrazole (108 mg, 1.0 mmol) according to general procedure B yielded the title compound as a yellow solid (118 mg, 39%). MS (ISP) 306.9 [(M+H)+]; mp 198° C. The product is FC1=CC=C(C=C1)C1=NC=2N(C(=C1)C(F)(F)F)N=CC2C#N (5-(4-Fluoro-phenyl)-7-trifluoromethyl-pyrazolo[1,5-a]pyrimidine-3-carbonitrile). The reactants are FC1=CC=C(C=C1)C(CC(C(F)(F)F)=O)=O (1-(4-fluoro-phenyl)-4,4,4-trifluoro-butane-1,3-dione), 4-fluoro-acetophenone, NC1=NNC=C1C#N (3-amino-4-cyano-pyrazole). Yield: 38.5%. RXN SMILES: [F:1][C:2]1[CH:7]=[CH:6][C:5]([C:8](=O)[CH2:9][C:10](=O)[C:11]([F:14])([F:13])[F:12])=[CH:4][CH:3]=1.[NH2:17][C:18]1[C:22]([C:23]#[N:24])=[CH:21][NH:20][N:19]=1>>[F:1][C:2]1[CH:7]=[CH:6][C:5]([C:8]2[CH:9]=[C:10]([C:11]([F:14])([F:13])[F:12])[N:19]3[N:20]=[CH:21][C:22]([C:23]#[N:24])=[C:18]3[N:17]=2)=[CH:4][CH:3]=1. Starting materials: N#CC1NC(=O)C1NC(c1ccccc1)(c1ccccc1)c1ccccc1, CCCC[N+](CCCC)(CCCC)CCCC, ClC(Cl)Cl, [Na+], [OH-], OO, O=S(=O)([O-])O. Product: NC(=O)C1NC(=O)C1NC(c1ccccc1)(c1ccccc1)c1ccccc1. RXN SMILES: [C:1](#[N:2])[CH:3]1[CH:4]([NH:8][C:9]([c:10]2[cH:11][cH:12][cH:13][cH:14][cH:15]2)([c:16]2[cH:17][cH:18][cH:19][cH:20][cH:21]2)[c:22]2[cH:23][cH:24][cH:25][cH:26][cH:27]2)[C:5](=[O:7])[NH:6]1.[CH2:41]([N+:42]([CH2:43][CH2:44][CH2:45][CH3:46])([CH2:47][CH2:48][CH2:49][CH3:50])[CH2:51][CH2:52][CH2:53][CH3:54])[CH2:55][CH2:56][CH3:57].[CH:32]([Cl:33])([Cl:34])[Cl:35].[Na+:31].[OH-:30].[OH:28][OH:29].[S:36]([O-:37])([OH:38])(=[O:39])=[O:40]>>[C:1]([NH2:2])([CH:3]1[CH:4]([NH:8][C:9]([c:10]2[cH:11][cH:12][cH:13][cH:14][cH:15]2)([c:16]2[cH:17][cH:18][cH:19][cH:20][cH:21]2)[c:22]2[cH:23][cH:24][cH:25][cH:26][cH:27]2)[C:5](=[O:7])[NH:6]1)=[O:28]. Starting materials: CC(C)=O, NC1CCCC1, [H][H]. The product is CC(C)NC1CCCC1. Reaction SMILES: [CH3:9][C:10]([CH3:11])=[O:12].[CH:1]1([NH2:6])[CH2:2][CH2:3][CH2:4][CH2:5]1.[H:7][H:8]>>[CH:1]1([NH:6][CH:10]([CH3:9])[CH3:11])[CH2:2][CH2:3][CH2:4][CH2:5]1. The reactants are FC=1C=C2C(=CNC2=CC1)[N+](=O)[O-] (5-fluoro-3-nitro-indole), OC1COCC1 (3-hydroxytetrahydrofuran), 31A. Yields the product FC=1C=C2C(=CN(C2=CC1)C1COCC1)[N+](=O)[O-] (5-fluoro-3-nitro-1-(tetrahydrofuran-3-yl)-1H-indole). Isolated yield 18.0%. RXN SMILES: [F:1][C:2]1[CH:3]=[C:4]2[C:8](=[CH:9][CH:10]=1)[NH:7][CH:6]=[C:5]2[N+:11]([O-:13])=[O:12].O[CH:15]1[CH2:19][CH2:18][O:17][CH2:16]1>>[F:1][C:2]1[CH:3]=[C:4]2[C:8](=[CH:9][CH:10]=1)[N:7]([CH:15]1[CH2:19][CH2:18][O:17][CH2:16]1)[CH:6]=[C:5]2[N+:11]([O-:13])=[O:12]. Reported procedure: The title compound was prepared from 5-fluoro-3-nitro-indole and 3-hydroxytetrahydrofuran in 18% yield according to the general procedure for Preparation 31A. The minor isomer was not isolated or characterized. 1H NMR (400 MHz, CDCl3): δ 2.21-2.27 (1H, m), 2.60-2.69 (1H, m), 3.95-4.01 (1H, m), 4.05-4.09 (1H, m), 4.20-4.25(2H, m), 5.07-5.10 (1H, m), 7.13 (1H, td, J=2.4, 8.8 Hz), 7.44 (1H, dd, J=4.0, 8.8 Hz), 7.98 (1H, dd, J=2.4, 9.2 Hz), 8.28 (1H, s).